From a dataset of the Open Reaction Database (ORD), a public repository of structured organic reaction records. describe an organic reaction: reactants, conditions, products, and yield Reactants: C(C1=CC=CC=C1)OC1=CC=C(C=C1)C=1N=NN(N1)C(C)C (5-(4-benzyloxyphenyl)-2-isopropyl-2H-tetrazole), CO (methanol). The reagents and catalysts are [C].[Pd] (palladium-carbon). Run in C1CCOC1 (THF). Reaction conditions: time 3.5 hour. Yields the product C(C)(C)N1N=C(N=N1)C1=CC=C(C=C1)O (4-(2-Isopropyl-2H-tetrazol-5-yl)phenol). Yield: 97.4%. Reaction SMILES: C([O:8][C:9]1[CH:14]=[CH:13][C:12]([C:15]2[N:16]=[N:17][N:18]([CH:20]([CH3:22])[CH3:21])[N:19]=2)=[CH:11][CH:10]=1)C1C=CC=CC=1.CO>C1COCC1.[C].[Pd]>[CH:20]([N:18]1[N:17]=[N:16][C:15]([C:12]2[CH:11]=[CH:10][C:9]([OH:8])=[CH:14][CH:13]=2)=[N:19]1)([CH3:22])[CH3:21] |f:3.4|. Reported procedure: To a solution of 5-(4-benzyloxyphenyl)-2-isopropyl-2H-tetrazole (521 mg) in THF (5 mL)-methanol (5 mL) was added 7.5% palladium-carbon (60 mg). The mixture was stirred at room temperature for 3.5 hours under hydrogen atmosphere. The catalyst was filtered off through a Celite pad. The filtrate was concentrated to give the title compound (352 mg).